Dataset: the Open Reaction Database (ORD), a public repository of structured organic reaction records. Task: describe an organic reaction: reactants, conditions, products, and yield Starting materials: O=C(n1ccnc1)n1ccnc1, CN(C)C=O, Cc1ccc(N2CCN(C)CC2)c2c1CCC(N)C2, O=C(O)c1ccc(N2CCOCC2)cc1. Product: Cc1ccc(N2CCN(C)CC2)c2c1CCC(NC(=O)c1ccc(N3CCOCC3)cc1)C2. Reaction SMILES: [C:16]([n:17]1[cH:18][cH:19][n:20][cH:21]1)([n:22]1[cH:23][cH:24][n:25][cH:26]1)=[O:27].[CH3:47][N:48]([CH3:49])[CH:50]=[O:51].[NH2:28][CH:29]1[CH2:30][c:31]2[c:32]([N:40]3[CH2:41][CH2:42][N:43]([CH3:46])[CH2:44][CH2:45]3)[cH:33][cH:34][c:35]([CH3:39])[c:36]2[CH2:37][CH2:38]1.[O:1]1[CH2:2][CH2:3][N:4]([c:7]2[cH:8][cH:9][c:10]([C:11](=[O:12])[OH:13])[cH:14][cH:15]2)[CH2:5][CH2:6]1>>[O:1]1[CH2:2][CH2:3][N:4]([c:7]2[cH:8][cH:9][c:10]([C:11](=[O:13])[NH:28][CH:29]3[CH2:30][c:31]4[c:32]([N:40]5[CH2:41][CH2:42][N:43]([CH3:46])[CH2:44][CH2:45]5)[cH:33][cH:34][c:35]([CH3:39])[c:36]4[CH2:37][CH2:38]3)[cH:14][cH:15]2)[CH2:5][CH2:6]1.